Task: describe an organic reaction: reactants, conditions, products, and yield. Dataset: the Open Reaction Database (ORD), a public repository of structured organic reaction records Starting materials: N1N=NC2=C1C=CC(=C2)NCC2=CC1=CC=CC=C1C=C2 ((1H-Benzotriazol-5-yl)-naphthalen-2-ylmethyl-amine), C(C)OCC (diethyl ether). Product: N1N=NC2=C1C=CC(=C2)NCC2=CC=CC1=CC=CC=C21 ((1H-Benzotriazol-5-yl)-naphthalen-1-ylmethyl-amine). Yield: 64.0%. Reaction SMILES: [NH:1]1[C:5]2[CH:6]=[CH:7][C:8]([NH:10][CH2:11][C:12]3C=CC4[C:14](=[CH:15]C=CC=4)[CH:13]=3)=[CH:9][C:4]=2[N:3]=[N:2]1.C(O[CH2:25][CH3:26])C>>[NH:1]1[C:5]2[CH:6]=[CH:7][C:8]([NH:10][CH2:11][C:12]3[C:25]4[C:26](=[CH:9][CH:4]=[CH:5][CH:6]=4)[CH:15]=[CH:14][CH:13]=3)=[CH:9][C:4]=2[N:3]=[N:2]1. Reported procedure: As per the general procedure for compound [11]. Trituration from diethyl ether afforded [12] as a white solid (700 mg, 64%). Rf (A) 0.30 δH(400 MHz; DMSO-d6 {D2O shake}) 4.75 (2H, s, CH2) 6.49 (1H, s, BT) 6.77 (1H, s, NH, disappeared) 6.91 (1H, d, J9.0, BT) 7.43 (1H, t, Nap) 7.51-7.59 (3H, m, Nap) 7.65 (1H, d, J9.0, BT) 7.82 (1H, d, J8.1, Nap) 7.94 (1H, d, J8.4, Nap) 8.14 (1H, d, J8.1, Nap) 14.74 (1H, s, NH, disappeared); m/z (EI−HR) 274.12148 [(M) calc. for C17H14N4 274.12185]. (1H-Benzotriazol... Reactants: ice, Cl (HCl), C1(=CC=CC=C1)CCC(=O)Cl (3-phenylpropanoyl chloride), [Al+3].[Cl-].[Cl-].[Cl-] (AlCl3), COC1=CC(=CC=C1)OC (1,3-dimethoxybenzene). The solvent is C(Cl)(Cl)(Cl)Cl (CCl4), C(Cl)(Cl)(Cl)Cl (CCl4). Reaction conditions: time 1 hour. Product: COC1=C(C=CC(=C1)OC)C(CCC1=CC=CC=C1)=O (1-(2,4-Dimethoxyphenyl)-3-phenyl-1-propanone). Yield: 91.2%. As a reaction SMILES: [C:1]1([CH2:7][CH2:8][C:9](Cl)=[O:10])[CH:6]=[CH:5][CH:4]=[CH:3][CH:2]=1.[Al+3].[Cl-].[Cl-].[Cl-].[CH3:16][O:17][C:18]1[CH:23]=[CH:22][CH:21]=[C:20]([O:24][CH3:25])[CH:19]=1.Cl>C(Cl)(Cl)(Cl)Cl>[CH3:16][O:17][C:18]1[CH:19]=[C:20]([O:24][CH3:25])[CH:21]=[CH:22][C:23]=1[C:9](=[O:10])[CH2:8][CH2:7][C:1]1[CH:6]=[CH:5][CH:4]=[CH:3][CH:2]=1 |f:1.2.3.4|. Procedure: A solution of 45.5 g of 3-phenylpropanoyl chloride in 50 ml of CCl4 is added dropwise to a suspension of 43.2 g of AlCl3 and 37.5 g of 1,3-dimethoxybenzene in 210 ml of CCl4. The reaction mixture is left stirring for 1 hour at r.t. and poured into a mixture of 400 g of ice and 150 ml of concentrated HCl. After 30 minutes of stirring, the resulting mixture is extracted with DCM, the combined organic phases are washed with saturated sodium hydrogen carbonate solution and dried over sodium sulphate... Starting materials: COc1cc2nccc(Oc3ccc(N)c(F)c3)c2cc1OC, CCO, Cc1ccccc1, O=C(O)CCc1ccccc1, O=S(Cl)Cl, O=C(Cl)CCc1ccccc1, O=C(CCc1ccccc1)N=C=S. Product: COc1cc2nccc(Oc3ccc(NC(=S)NC(=O)CCc4ccccc4)c(F)c3)c2cc1OC. As a reaction SMILES: [CH3:40][O:41][c:42]1[cH:43][c:44]2[c:45]([O:54][c:55]3[cH:56][c:57]([F:62])[c:58]([NH2:59])[cH:60][cH:61]3)[cH:46][cH:47][n:48][c:49]2[cH:50][c:51]1[O:52][CH3:53].[CH3:63][CH2:64][OH:65].[CH3:66][c:67]1[cH:68][cH:69][cH:70][cH:71][cH:72]1.[OH:5][C:6]([CH2:7][CH2:8][c:9]1[cH:10][cH:11][cH:12][cH:13][cH:14]1)=[O:15].[S:1]([Cl:2])([Cl:3])=[O:4].[c:16]1([CH2:17][CH2:18][C:19]([Cl:20])=[O:21])[cH:22][cH:23][cH:24][cH:25][cH:26]1.[c:27]1([CH2:33][CH2:34][C:35](=[O:36])[N:37]=[C:38]=[S:39])[cH:28][cH:29][cH:30][cH:31][cH:32]1>>[c:27]1([CH2:33][CH2:34][C:35](=[O:36])[NH:37][C:38](=[S:39])[NH:59][c:58]2[c:57]([F:62])[cH:56][c:55]([O:54][c:45]3[c:44]4[cH:43][c:42]([O:41][CH3:40])[c:51]([O:52][CH3:53])[cH:50][c:49]4[n:48][cH:47][cH:46]3)[cH:61][cH:60]2)[cH:28][cH:29][cH:30][cH:31][cH:32]1.